Dataset: the Open Reaction Database (ORD), a public repository of structured organic reaction records. Task: describe an organic reaction: reactants, conditions, products, and yield The reactants are N=1C=CN2C1C=CC=C2SCN2C(SCC2=O)=O (3-(imidazo[1,2-a]pyridin-5-ylthio)methylthiazolidine-2,4-dione), C(CCC)=O (n-butyraldehyde), N1CCCCC1 (piperidine). Solvent: C(C)O (ethanol). Product: C(CCC)=C1C(N(C(S1)=O)CSC1=CC=CC=2N1C=CN2)=O (5-butylidene-3-(imidazo[1,2-a]pyridin-5-ylthio)methylthiazolidine-2,4-dione). As a reaction SMILES: [N:1]1[CH:2]=[CH:3][N:4]2[C:9]([S:10][CH2:11][N:12]3[C:16](=[O:17])[CH2:15][S:14][C:13]3=[O:18])=[CH:8][CH:7]=[CH:6][C:5]=12.[CH:19](=O)[CH2:20][CH2:21][CH3:22].N1CCCCC1>C(O)C>[CH:19](=[C:15]1[S:14][C:13](=[O:18])[N:12]([CH2:11][S:10][C:9]2[N:4]3[CH:3]=[CH:2][N:1]=[C:5]3[CH:6]=[CH:7][CH:8]=2)[C:16]1=[O:17])[CH2:20][CH2:21][CH3:22]. Reported procedure: To a solution of 1.41 g (5.1 mmol) of 3-(imidazo[1,2-a]pyridin-5-ylthio)methylthiazolidine-2,4-dione and 0.46 ml (5.1 mmol) of n-butyraldehyde in 30 ml of ethanol, 0.06 ml (0.6 mmol) of piperidine was added, followed by refluxing for 2 hours. After the reaction mixture was cooled, the solvent was distilled off. The residue was dissolved in chloroform, washed with water and dried, after which the solvent was distilled off. The residue was purified by column chromatography (eluent, hexane/ethyl ac...